From a dataset of the Open Reaction Database (ORD), a public repository of structured organic reaction records. describe an organic reaction: reactants, conditions, products, and yield Starting materials: CN(C)c1cccc(N(CC(=O)O)S(=O)(=O)c2ccc(C(C)(C)C)cc2)c1, CCNCc1ccccn1. The product is CCN(Cc1ccccn1)C(=O)CN(c1cccc(N(C)C)c1)S(=O)(=O)c1ccc(C(C)(C)C)cc1. Reaction SMILES: [C:1]([CH3:2])([CH3:3])([CH3:4])[c:5]1[cH:6][cH:7][c:8]([S:11](=[O:12])(=[O:13])[N:14]([c:15]2[cH:16][c:17]([N:21]([CH3:22])[CH3:23])[cH:18][cH:19][cH:20]2)[CH2:24][C:25](=[O:26])[OH:27])[cH:9][cH:10]1.[CH2:28]([CH3:29])[NH:30][CH2:31][c:32]1[n:33][cH:34][cH:35][cH:36][cH:37]1>>[C:1]([CH3:2])([CH3:3])([CH3:4])[c:5]1[cH:6][cH:7][c:8]([S:11](=[O:12])(=[O:13])[N:14]([c:15]2[cH:16][c:17]([N:21]([CH3:22])[CH3:23])[cH:18][cH:19][cH:20]2)[CH2:24][C:25](=[O:26])[N:30]([CH2:28][CH3:29])[CH2:31][c:32]2[n:33][cH:34][cH:35][cH:36][cH:37]2)[cH:9][cH:10]1.